From a dataset of the Open Reaction Database (ORD), a public repository of structured organic reaction records. describe an organic reaction: reactants, conditions, products, and yield Reactants: CC1(C=2C=CC(=CC2C(CC1)(C)C)C=CC(=O)OC1=CC=C(C(=O)OCC2=CC=CC=C2)C=C1)C (benzyl 4-[3-(5,6,7,8-tetrahydro-5,5,8,8-tetramethyl-2-naphthyl)acryloyloxy]-benzoate). Reagents/catalysts: [Pd] (palladium on charcoal). Run in O1CCOCC1 (dioxane). Reaction conditions: time 3 hour. Product: CC1(C=2C=CC(=CC2C(CC1)(C)C)CCC(=O)OC1=CC=C(C(=O)O)C=C1)C (4-[3-(5,6,7,8-Tetrahydro-5,5,8,8-tetramethyl-2-naphthyl)propanoyloxy]benzoic acid). As a reaction SMILES: [CH3:1][C:2]1([CH3:35])[CH2:11][CH2:10][C:9]([CH3:13])([CH3:12])[C:8]2[CH:7]=[C:6]([CH:14]=[CH:15][C:16]([O:18][C:19]3[CH:34]=[CH:33][C:22]([C:23]([O:25]CC4C=CC=CC=4)=[O:24])=[CH:21][CH:20]=3)=[O:17])[CH:5]=[CH:4][C:3]1=2>[Pd].O1CCOCC1>[CH3:1][C:2]1([CH3:35])[CH2:11][CH2:10][C:9]([CH3:12])([CH3:13])[C:8]2[CH:7]=[C:6]([CH2:14][CH2:15][C:16]([O:18][C:19]3[CH:20]=[CH:21][C:22]([C:23]([OH:25])=[O:24])=[CH:33][CH:34]=3)=[O:17])[CH:5]=[CH:4][C:3]1=2. Procedure: 1.7 g (3.7 mmol) of benzyl 4-[3-(5,6,7,8-tetrahydro-5,5,8,8-tetramethyl-2-naphthyl)acryloyloxy]-benzoate, 40 ml of dioxane and 340 mg of palladium on charcoal (10%) are introduced into a reactor. The mixture is hydrogenated at 40° C. and at a pressure of 7 bar for three hours. The catalyst is filtered off and the mixture is evaporated to dryness. The solid obtained is triturated from hexane, filtered off and dried. 1.2 g (85%) of 4-[3-(5,6,7,8-tetrahydro-5,5,8,8-tetramethyl-2-naphthyl)propanoylo... The reactants are CCCCOc1cc(CCC(=O)OC)ccc1CCCc1ccc(OS(=O)(=O)CC)c(OC)c1, [Li+], C1CCOC1, [OH-]. Yields the product CCCCOc1cc(CCC(=O)O)ccc1CCCc1ccc(OS(=O)(=O)CC)c(OC)c1. Reaction SMILES: [CH2:3]([CH2:4][CH2:5][CH3:6])[O:7][c:8]1[cH:9][c:10]([CH2:31][CH2:32][C:33](=[O:34])[O:35][CH3:36])[cH:11][cH:12][c:13]1[CH2:14][CH2:15][CH2:16][c:17]1[cH:18][c:19]([O:29][CH3:30])[c:20]([O:23][S:24](=[O:25])(=[O:26])[CH2:27][CH3:28])[cH:21][cH:22]1.[Li+:1].[O:37]1[CH2:38][CH2:39][CH2:40][CH2:41]1.[OH-:2]>>[CH2:3]([CH2:4][CH2:5][CH3:6])[O:7][c:8]1[cH:9][c:10]([CH2:31][CH2:32][C:33](=[O:34])[OH:35])[cH:11][cH:12][c:13]1[CH2:14][CH2:15][CH2:16][c:17]1[cH:18][c:19]([O:29][CH3:30])[c:20]([O:23][S:24](=[O:25])(=[O:26])[CH2:27][CH3:28])[cH:21][cH:22]1.